From a dataset of the Open Reaction Database (ORD), a public repository of structured organic reaction records. describe an organic reaction: reactants, conditions, products, and yield Reactants: C(CC(O)(C(=O)O)CC(=O)O)(=O)O (citric acid), O[C@H]1C[C@@H]2CC[C@H]3[C@@H]4CC[C@H](C(C)=O)[C@]4(C[C@@H]([C@@H]3[C@]2(C[C@@H]1N1CC(OCC1)(C)C)C)O)C ((2β,3α,5α,11β)-3,11-dihydroxy-2-(2,2-dimethyl-4-morpholinyl)pregnan-20-one). Run in CO (methanol), CO (methanol). Yields the product O[C@H]1C[C@@H]2CC[C@H]3[C@@H]4CC[C@H](C(C)=O)[C@]4(C[C@@H]([C@@H]3[C@]2(C[C@@H]1N1CC(OCC1)(C)C)C)O)C.OC(CC(=O)[O-])(CC(=O)[O-])C(=O)[O-] ((2β,3α,5α,11β)-3,11-dihydroxy-2-(2,2-dimethyl-4-morpholinyl)pregnan-20-one 2-hydroxy-1,2,3-propanetricarboxylate). RXN SMILES: [C:1]([OH:13])(=[O:12])[CH2:2][C:3]([CH2:8][C:9]([OH:11])=[O:10])([C:5]([OH:7])=[O:6])[OH:4].[OH:14][C@@H:15]1[C@@H:34]([N:35]2[CH2:40][CH2:39][O:38][C:37]([CH3:42])([CH3:41])[CH2:36]2)[CH2:33][C@@:32]2([CH3:43])[C@@H:17]([CH2:18][CH2:19][C@@H:20]3[C@@H:31]2[C@@H:30]([OH:44])[CH2:29][C@@:28]2([CH3:45])[C@H:21]3[CH2:22][CH2:23][C@@H:24]2[C:25](=[O:27])[CH3:26])[CH2:16]1>CO>[OH:14][C@@H:15]1[C@@H:34]([N:35]2[CH2:40][CH2:39][O:38][C:37]([CH3:42])([CH3:41])[CH2:36]2)[CH2:33][C@@:32]2([CH3:43])[C@@H:17]([CH2:18][CH2:19][C@@H:20]3[C@@H:31]2[C@@H:30]([OH:44])[CH2:29][C@@:28]2([CH3:45])[C@H:21]3[CH2:22][CH2:23][C@@H:24]2[C:25](=[O:27])[CH3:26])[CH2:16]1.[OH:4][C:3]([C:5]([O-:7])=[O:6])([CH2:8][C:9]([O-:11])=[O:10])[CH2:2][C:1]([O-:13])=[O:12] |f:3.4|. Procedure details: A solution of citric acid (92 mg) in methanol (3 ml) was added to a suspension of (2β,3α,5α,11β)-3,11-dihydroxy-2-(2,2-dimethyl-4-morpholinyl)pregnan-20-one (213 mg) in methanol (2 ml). The resulting solution was taken to dryness under reduced pressure to give (2β,3α,5α,11β)-3,11-dihydroxy-2-(2,2-dimethyl-4-morpholinyl)pregnan-20-one 2-hydroxy-1,2,3-propanetricarboxylate (1:1) salt. [α]D +119° (c 0.3). Reactants: N(=NC(=O)OC(C)C)C(=O)OC(C)C (Diisopropyl azodicarboxylate), FC=1C=C(C=CC1)[C@H](CC(=O)OCC)CC1=CC=C(C=C1)O (ethyl (S)-3-(3-fluorophenyl)-4-(4-hydroxyphenyl)butanoate), N1=C(C=CC=2CCCNC12)CCO (2-(5,6,7,8-tetrahydro-1,8-naphthyridin-2-yl)-1-ethanol), C1(=CC=CC=C1)P(C1=CC=CC=C1)C1=CC=CC=C1 (triphenylphosphine). Run in C1CCOC1 (THF). The product is FC=1C=C(C=CC1)[C@H](CC(=O)OCC)CC1=CC=C(C=C1)OCCC1=NC=2NCCCC2C=C1 (Ethyl (S)-3-(3-fluorophenyl)-4-[4-[2-(5,6,7,8-tetrahydro-1,8-naphthyridin-2-yl)ethoxy]phenyl]butanoate). The yield is 61.5%. Reaction SMILES: N(C(OC(C)C)=O)=NC(OC(C)C)=O.[F:15][C:16]1[CH:17]=[C:18]([C@@H:22]([CH2:29][C:30]2[CH:35]=[CH:34][C:33]([OH:36])=[CH:32][CH:31]=2)[CH2:23][C:24]([O:26][CH2:27][CH3:28])=[O:25])[CH:19]=[CH:20][CH:21]=1.[N:37]1[C:46]2[NH:45][CH2:44][CH2:43][CH2:42][C:41]=2[CH:40]=[CH:39][C:38]=1[CH2:47][CH2:48]O.C1(P(C2C=CC=CC=2)C2C=CC=CC=2)C=CC=CC=1>C1COCC1>[F:15][C:16]1[CH:17]=[C:18]([C@@H:22]([CH2:29][C:30]2[CH:31]=[CH:32][C:33]([O:36][CH2:48][CH2:47][C:38]3[CH:39]=[CH:40][C:41]4[CH2:42][CH2:43][CH2:44][NH:45][C:46]=4[N:37]=3)=[CH:34][CH:35]=2)[CH2:23][C:24]([O:26][CH2:27][CH3:28])=[O:25])[CH:19]=[CH:20][CH:21]=1. Reported procedure: Diisopropyl azodicarboxylate (0.20 mL, 1.0 mmole) was added dropwise to a solution of ethyl (S)-3-(3-fluorophenyl)-4-(4-hydroxyphenyl)butanoate (250 mg, 0.83 mmole), 2-(5,6,7,8-tetrahydro-1,8-naphthyridin-2-yl)-1-ethanol (178 mg, 1.0 mmole), and triphenylphosphine (262 mg, 1.0 mmole) in anhydrous THF (5 mL) at RT. After 18 hr the reaction was concentrated and the residue was flash chromatographed on silica gel (5:1 Et2O/hexanes) to afford impure title compound (236 mg, 61%): MS (ES) m/e 463 (M+H... The reactants are C1(=CC=CC=C1)[Mg]Br (phenyl magnesium bromide), NC1=C(C(=O)N(C)OC)C=C(C=N1)C1=CC(=CC(=C1)C)Cl (2-amino-5-(3-chloro-5-methyl-phenyl)-N-methoxy-N-methyl-nicotinamide), C1(=CC=CC=C1)[Mg]Br (Phenyl magnesium bromide), Cl (HCl). Run in C1CCOC1 (THF), C1CCOC1 (THF), C1CCOC1 (THF). Reaction conditions: temperature 0 celsius, time 30 minute. Yields the product NC1=NC=C(C=C1C(=O)C1=CC=CC=C1)C1=CC(=CC(=C1)C)Cl ([2-Amino-5-(3-chloro5-methyl-phenyl)-pyridin-3-yl]-phenyl-methanone). Reaction SMILES: [C:1]1([Mg]Br)[CH:6]=[CH:5][CH:4]=[CH:3][CH:2]=1.[NH2:9][C:10]1[N:21]=[CH:20][C:19]([C:22]2[CH:27]=[C:26]([CH3:28])[CH:25]=[C:24]([Cl:29])[CH:23]=2)=[CH:18][C:11]=1[C:12](N(OC)C)=[O:13].Cl>C1COCC1>[NH2:9][C:10]1[C:11]([C:12]([C:1]2[CH:6]=[CH:5][CH:4]=[CH:3][CH:2]=2)=[O:13])=[CH:18][C:19]([C:22]2[CH:27]=[C:26]([CH3:28])[CH:25]=[C:24]([Cl:29])[CH:23]=2)=[CH:20][N:21]=1. Procedure details: A solution of 1M phenyl magnesium bromide in THF (0.79 ml, 0.79 mmol) is added dropwise to a solution of 2-amino-5-(3-chloro-5-methyl-phenyl)-N-methoxy-N-methyl-nicotinamide (intermediate GB) (0.08 g, 0.26 mmol) in THF (3 ml) at 0° C. The resulting solution is stirred at 0° C. for 30 minutes. 1M Phenyl magnesium bromide in THF (0.79 ml, 0.79 mmols) is added dropwise and the solution stirred for a further 30 minutes at 0° C. 2.5M HCl (10 ml) is added and the product extracted with EtOAc, and solv... RXN SMILES: [CH3:1][O:2][C:3]([c:4]1[cH:5][c:6]([NH:21][C:22](=[O:23])[c:24]2[s:25][cH:26][cH:27][c:28]2[CH3:29])[c:7]([CH:10]=[CH:11][c:12]2[n:13][nH:14][c:15]3[cH:16][cH:17][cH:18][cH:19][c:20]23)[cH:8][cH:9]1)=[O:30].[CH3:34][OH:35].[ClH:33].[Na+:32].[OH-:31]>>[O:2]=[C:3]([c:4]1[cH:5][c:6]([NH:21][C:22](=[O:23])[c:24]2[s:25][cH:26][cH:27][c:28]2[CH3:29])[c:7]([CH:10]=[CH:11][c:12]2[n:13][nH:14][c:15]3[cH:16][cH:17][cH:18][cH:19][c:20]23)[cH:8][cH:9]1)[OH:30]. Starting materials: COC(=O)c1ccc(C=Cc2n[nH]c3ccccc23)c(NC(=O)c2sccc2C)c1, CO, Cl, [Na+], [OH-]. Product: Cc1ccsc1C(=O)Nc1cc(C(=O)O)ccc1C=Cc1n[nH]c2ccccc12. As a reaction SMILES: C(NC(C)C)(C)C.C([Li])CCC.[CH3:13][C:14]1[S:18][C:17]([C:19]([OH:21])=[O:20])=[CH:16][CH:15]=1.Br[CH2:23][CH2:24][CH:25]1[O:29][CH2:28][CH2:27][O:26]1>O1CCCC1.CCCCCC.C(#N)C>[O:26]1[CH2:27][CH2:28][O:29][CH:25]1[CH2:24][CH2:23][CH2:13][C:14]1[S:18][C:17]([C:19]([OH:21])=[O:20])=[CH:16][CH:15]=1. Procedure: To a solution of 64.8 g (640 mmol, 83.9 mL) of diisopropyl amine in 400 mL of tetrahydrofuran which had been cooled to −15° C. was added 400 mL (640 mmol) of 1.6M n-butyllithium in hexane dropwise over 25 minutes, maintaining the reaction temperature below −5° C. After a 15 minute stir time, a solution of 5-methyl-2-thiophenecarboxylic acid (41.4 g, 291 mmol) in 150 mL of tetrahydrofuran was added dropwise over 30 minutes, once again keeping the temperature below −5° C. The resultant dark green ... Run in CCCCCC (hexane), O1CCCC1 (tetrahydrofuran), O1CCCC1 (tetrahydrofuran), C(C)#N (acetonitrile). Starting materials: C(CCC)[Li] (n-butyllithium), BrCCC1OCCO1 (2-(2-bromoethyl)-1,3-dioxolane), C(C)(C)NC(C)C (diisopropyl amine), CC1=CC=C(S1)C(=O)O (5-methyl-2-thiophenecarboxylic acid), CC1=CC=C(S1)C(=O)O (5-methyl-2-thiophenecarboxylic acid). Conditions: time 15 minute. Product: O1C(OCC1)CCCC1=CC=C(S1)C(=O)O (5-(3-[1,3-Dioxolan-2-yl]propyl)-2-thiophene Carboxylic Acid). Isolated yield 88.5%. The product is C1(=CC=CC=C1)C=CC=CCC(=O)OC (methyl 5-phenyl-2.4-pentadienecarboxylate). Yield: 65.0%. Reaction SMILES: [CH2:1](Cl)[CH:2]=[CH:3][C:4]1[CH:9]=[CH:8][CH:7]=[CH:6][CH:5]=1.[C:11]([O:15][CH3:16])(=[O:14])[CH:12]=[CH2:13]>>[C:4]1([CH:3]=[CH:2][CH:1]=[CH:13][CH2:12][C:11]([O:15][CH3:16])=[O:14])[CH:9]=[CH:8][CH:7]=[CH:6][CH:5]=1. The reactants are C(C=CC1=CC=CC=C1)Cl (cinnamyl chloride), C(C=C)(=O)OC (methyl acrylate). Procedure: The procedure described in Example 28 is repeated, except that 8.35 g (0.05 mol) of cinnamyl chloride and 5.4 g (0.0625 mol) of methyl acrylate are used. After a reaction time of 50 hours at 120° C., 6.10 g (0.0325 mol) of methyl 5-phenyl-2.4-pentadienecarboxylate are obtained, corresponding to a yield of 65% of theory; melting point 71° C. Starting materials: CC(Cl)c1cccnc1, FC(F)C1=NNC=C1C(OCC)=O. Reagents/catalysts: O=C([O-])[O-].[Cs+].[Cs+] (cesium carbonate), [I-].[K+] (potassium iodide). Solvent: CN(C)C=O (DMF), CN(C)C=O (dmf), CN(C)C=O (DMF). Run at temperature 70 celsius, time 16 hour. Yields the product FC(F)C%31=NN(C(C)C%32=CC=CN=C%32)C=C%31C(OCC)=O. The reactants are O=C([O-])[O-], CI, COC(=O)Cc1cc(O)cc(F)c1, [K+], [K+], CN(C)C=O, O. Product: COC(=O)Cc1cc(F)cc(OC)c1. As a reaction SMILES: [C:14](=[O:15])([O-:16])[O-:17].[CH3:20][I:21].[F:1][c:2]1[cH:3][c:4]([OH:13])[cH:5][c:6]([CH2:8][C:9](=[O:10])[O:11][CH3:12])[cH:7]1.[K+:18].[K+:19].[O:22]=[CH:23][N:24]([CH3:25])[CH3:26].[OH2:27]>>[F:1][c:2]1[cH:3][c:4]([O:13][CH3:14])[cH:5][c:6]([CH2:8][C:9](=[O:10])[O:11][CH3:12])[cH:7]1. The reactants are ClCCl, CN(c1ncccc1CNc1nc(Nc2ccc(CO)cc2)ncc1C(F)(F)F)S(C)(=O)=O, O=S(Cl)Cl. Product: CN(c1ncccc1CNc1nc(Nc2ccc(CCl)cc2)ncc1C(F)(F)F)S(C)(=O)=O. RXN SMILES: [Cl:38][CH2:39][Cl:40].[OH:1][CH2:2][c:3]1[cH:4][cH:5][c:6]([NH:9][c:10]2[n:11][cH:12][c:13]([C:30]([F:31])([F:32])[F:33])[c:14]([NH:16][CH2:17][c:18]3[c:19]([N:24]([S:25](=[O:26])(=[O:27])[CH3:28])[CH3:29])[n:20][cH:21][cH:22][cH:23]3)[n:15]2)[cH:7][cH:8]1.[S:34]([Cl:35])([Cl:36])=[O:37]>>[CH2:2]([c:3]1[cH:4][cH:5][c:6]([NH:9][c:10]2[n:11][cH:12][c:13]([C:30]([F:31])([F:32])[F:33])[c:14]([NH:16][CH2:17][c:18]3[c:19]([N:24]([S:25](=[O:26])(=[O:27])[CH3:28])[CH3:29])[n:20][cH:21][cH:22][cH:23]3)[n:15]2)[cH:7][cH:8]1)[Cl:36]. Starting materials: C(C=1C(O)=CC=CC1)=O (salicylaldehyde), C1(=CC(=CC=C1)CN)CN (m-xylylenediamine). Reagents/catalysts: [Ni] (Raney nickel). Solvent: C(C)(C)O (isopropanol). Product: OC1=C(CNCC2=CC(=CC=C2)CNCC2=C(C=CC=C2)O)C=CC=C1 (N,N'-bis-(2-hydroxybenzyl)-m-xylylenediamine). The yield is 3.2%. RXN SMILES: [CH:1](=O)[C:2]1[C:3](=[CH:5][CH:6]=[CH:7][CH:8]=1)[OH:4].[C:10]1([CH2:18][NH2:19])[CH:15]=[CH:14][CH:13]=[C:12]([CH2:16][NH2:17])[CH:11]=1>C(O)(C)C.[Ni]>[OH:4][C:3]1[CH:5]=[CH:6][CH:7]=[CH:8][C:2]=1[CH2:1][NH:17][CH2:16][C:12]1[CH:13]=[CH:14][CH:15]=[C:10]([CH2:18][NH:19][CH2:1][C:2]2[CH:8]=[CH:7][CH:6]=[CH:5][C:3]=2[OH:4])[CH:11]=1. Procedure details: 34.4 g of a bisazomethine prepared from 2 mols of salicylaldehyde and 1 mol of m-xylylenediamine and having a melting point of 61°-63° C. are hydrogenated for 7 hours in 170 ml of isopropanol in an autoclave in the presence of 4 g of Raney nickel at 85° C. and under a pressure of 60 atmospheres. The catalyst is filtered off and the filtrate is concentrated in a rotary evaporator to give 35.8 g of crude product. 25.7 g are recrystallised from 77 ml of isopropanol and the bulk of the product separ...